This data is from the Open Reaction Database (ORD), a public repository of structured organic reaction records. The task is: describe an organic reaction: reactants, conditions, products, and yield Reactants: C(C1=CC=CC=C1)OC1=C(C=O)C(=C(C(=C1C)C)OCC)C (2-benzyloxy-5-ethoxy-3,4,6-trimethylbenzaldehyde), C(C)(C)C1=C(OCCN)C=C(C=C1)C (2-(2-isopropyl-5-methylphenoxy)ethylamine). Run in C1=CC=CC=C1 (benzene). Conditions: time 16 hour. Product: C(C1=CC=CC=C1)OC1=C(CNCCOC2=C(C=CC(=C2)C)C(C)C)C(=C(C(=C1C)C)OCC)C (N-(2-benzyloxy-5-ethoxy-3,4,6-trimethylbenzyl)-2-(2-isopropyl-5-methylphenoxy)ethylamine). Isolated yield 87.6%. As a reaction SMILES: [CH2:1]([O:8][C:9]1[C:16]([CH3:17])=[C:15]([CH3:18])[C:14]([O:19][CH2:20][CH3:21])=[C:13]([CH3:22])[C:10]=1[CH:11]=O)[C:2]1[CH:7]=[CH:6][CH:5]=[CH:4][CH:3]=1.[CH:23]([C:26]1[CH:35]=[CH:34][C:33]([CH3:36])=[CH:32][C:27]=1[O:28][CH2:29][CH2:30][NH2:31])([CH3:25])[CH3:24]>C1C=CC=CC=1>[CH2:1]([O:8][C:9]1[C:16]([CH3:17])=[C:15]([CH3:18])[C:14]([O:19][CH2:20][CH3:21])=[C:13]([CH3:22])[C:10]=1[CH2:11][NH:31][CH2:30][CH2:29][O:28][C:27]1[CH:32]=[C:33]([CH3:36])[CH:34]=[CH:35][C:26]=1[CH:23]([CH3:25])[CH3:24])[C:2]1[CH:7]=[CH:6][CH:5]=[CH:4][CH:3]=1. Procedure: A solution of 2-benzyloxy-5-ethoxy-3,4,6-trimethylbenzaldehyde (2.98 g) and 2-(2-isopropyl-5-methylphenoxy)ethylamine (1.93 g) in benzene (50 ml) was refluxed under heating for 5 hours in a Dean-Stark extractor. The solvent was distilled off under reduced pressure and the residue was suspended in ethanol (100 ml). Sodium borohydride (0.40 g) was added with ice-cooling and the mixture was stirred at room temperature for 16 hours. The solvent was distilled off under reduced pressure and water was ... Reactants: CC(C)(C)OC(=O)OC(=O)OC(C)(C)C, CCCC[N+](CCCC)(CCCC)CCCC, Cc1ccccc1, CCCCCCC, [Na+], [OH-], O, O=S(=O)([O-])O, OCC=Cc1cnc2ccccc2c1. The product is CC(C)(C)OC(=O)O, OCC=Cc1cnc2ccccc2c1. RXN SMILES: [C:15](=[O:16])([O:17][C:18]([CH3:19])([CH3:20])[CH3:21])[O:22][C:23]([O:24][C:25]([CH3:26])([CH3:27])[CH3:28])=[O:29].[CH2:37]([N+:38]([CH2:39][CH2:40][CH2:41][CH3:42])([CH2:43][CH2:44][CH2:45][CH3:46])[CH2:47][CH2:48][CH2:49][CH3:50])[CH2:51][CH2:52][CH3:53].[CH3:54][c:55]1[cH:56][cH:57][cH:58][cH:59][cH:60]1.[CH3:62][CH2:63][CH2:64][CH2:65][CH2:66][CH2:67][CH3:68].[Na+:31].[OH-:30].[OH2:61].[S:32]([O-:33])([OH:34])(=[O:35])=[O:36].[n:1]1[cH:2][c:3]([CH:11]=[CH:12][CH2:13][OH:14])[cH:4][c:5]2[cH:6][cH:7][cH:8][cH:9][c:10]12>>[C:15](=[O:16])([O:17][C:18]([CH3:19])([CH3:20])[CH3:21])[OH:22].[n:1]1[cH:2][c:3]([CH:11]=[CH:12][CH2:13][OH:14])[cH:4][c:5]2[cH:6][cH:7][cH:8][cH:9][c:10]12.